Dataset: the Open Reaction Database (ORD), a public repository of structured organic reaction records. Task: describe an organic reaction: reactants, conditions, products, and yield Starting materials: [Si](C)(C)(C(C)(C)C)Cl (tert-butyldimethylsilyl chloride), CCCCCC (hexane), C(C#CC)O (2-butin-1-ol), N1C=NC=C1 (imidazole), CN(C=O)C (dimethylformamide), CN(C=O)C (dimethylformamide). Run in CCOCC (ether). Conditions: temperature 22 celsius, time 16 hour. Yields the product [Si](C)(C)(C(C)(C)C)OCC#CCO (4-tert-Butyldimethylsilyloxy-but-2-in-1-ol). RXN SMILES: [Si:1](Cl)([C:4]([CH3:7])([CH3:6])[CH3:5])([CH3:3])[CH3:2].CCCCCC.[CH2:15]([OH:19])[C:16]#[C:17][CH3:18].N1C=CN=C1.CN(C)C=[O:28]>CCOCC>[Si:1]([O:19][CH2:15][C:16]#[C:17][CH2:18][OH:28])([C:4]([CH3:7])([CH3:6])[CH3:5])([CH3:3])[CH3:2]. Procedure: A solution of 175 g of tert-butyldimethylsilyl chloride in 100 ml of a 1:1 mixture that consists of hexane and dimethylformamide is slowly added in drops at 0° C. under nitrogen to a solution of 100 g of 2-butin-1-ol and 158 g of imidazole in 300 ml of dimethylformamide, and it is stirred for 2 hours at 0° C. and for 16 hours at 22° C. The reaction mixture is diluted with 2.5 l of ether, washed once with water, once with 5% sulfuric acid, once with water, once with saturated sodium bicarbonate s... Yields the product BrC1=CC=C(C=C1)N1C(=C(C=C1)C(F)(F)F)COC1=C(C(=C(C=C1)CCC(=O)O)F)F (3-(4-{[1-(4-Bromophenyl)-3-(trifluoromethyl)-1H-pyrrol-2-yl]-methoxy}-2,3-difluorophenyl)propanoic acid). The reactants are ( a ), ( b ), ( c ), FC(C1=C(NC=C1)C(=O)OC)(F)F (methyl 3-(trifluoromethyl)-1H-pyrrole-2-carboxylate), BrC1=CC=C(C=C1)B(O)O (4-bromophenylboronic acid), FC1=C(C=CC(=C1F)O)CCC(=O)OCC (ethyl 3-(2,3-difluoro-4-hydroxyphenyl)propanoate). Reported procedure: The title compound was prepared by (a) reacting the product prepared in Step B of Example 1 and 4-bromophenylboronic acid according to the procedure described in Example 1, Step C, (b) then reacting the resulting product according to the procedure in Example 1, Step D, and (c) then reacting the resulting product with ethyl 3-(2,3-difluoro-4-hydroxyphenyl)propanoate according to the procedure described in Example 1, Steps E and F. Reaction SMILES: [F:1][C:2]([F:13])([F:12])[C:3]1[CH:7]=[CH:6][NH:5][C:4]=1[C:8]([O:10][CH3:11])=O.[Br:14][C:15]1[CH:20]=[CH:19][C:18](B(O)O)=[CH:17][CH:16]=1.[F:24][C:25]1[C:30]([F:31])=C(O)[CH:28]=[CH:27][C:26]=1[CH2:33][CH2:34][C:35]([O:37]CC)=[O:36]>>[Br:14][C:15]1[CH:20]=[CH:19][C:18]([N:5]2[CH:6]=[CH:7][C:3]([C:2]([F:13])([F:12])[F:1])=[C:4]2[CH2:8][O:10][C:11]2[CH:28]=[CH:27][C:26]([CH2:33][CH2:34][C:35]([OH:37])=[O:36])=[C:25]([F:24])[C:30]=2[F:31])=[CH:17][CH:16]=1. The reactants are FC(CNC(=O)C1(C2=CC=CC=C2C=2C=CC=CC12)CCCCBr)(F)F (9-(4-bromo-butyl)-9H-fluorene-9-carboxylic acid-(2,2,2-trifluoro-ethyl)-amide), C[C@H]1CN(CCN1)C1=NC2=CC=CC=C2C=C1 (2-[(S)-3-methyl-piperazin-1-yl]-quinoline). Yields the product FC(CNC(=O)C1(C2=CC=CC=C2C=2C=CC=CC12)CCCCN1[C@H](CN(CC1)C1=NC2=CC=CC=C2C=C1)C)(F)F (9-{4-[(S)-2-methyl-4-quinolin-2-yl-piperazin-1-yl]-butyl}-9H-fluorene-9-carboxylic acid-(2,2,2-trifluoro-ethyl)-amide). RXN SMILES: [F:1][C:2]([F:26])([F:25])[CH2:3][NH:4][C:5]([C:7]1([CH2:20][CH2:21][CH2:22][CH2:23]Br)[C:19]2[CH:18]=[CH:17][CH:16]=[CH:15][C:14]=2[C:13]2[C:8]1=[CH:9][CH:10]=[CH:11][CH:12]=2)=[O:6].[CH3:27][C@@H:28]1[NH:33][CH2:32][CH2:31][N:30]([C:34]2[CH:43]=[CH:42][C:41]3[C:36](=[CH:37][CH:38]=[CH:39][CH:40]=3)[N:35]=2)[CH2:29]1>>[F:1][C:2]([F:26])([F:25])[CH2:3][NH:4][C:5]([C:7]1([CH2:20][CH2:21][CH2:22][CH2:23][N:33]2[CH2:32][CH2:31][N:30]([C:34]3[CH:43]=[CH:42][C:41]4[C:36](=[CH:37][CH:38]=[CH:39][CH:40]=4)[N:35]=3)[CH2:29][C@@H:28]2[CH3:27])[C:19]2[CH:18]=[CH:17][CH:16]=[CH:15][C:14]=2[C:13]2[C:8]1=[CH:9][CH:10]=[CH:11][CH:12]=2)=[O:6]. Procedure: Prepared analogously to Example 1 from 9-(4-bromo-butyl)-9H-fluorene-9-carboxylic acid-(2,2,2-trifluoro-ethyl)-amide and 2-[(S)-3-methyl-piperazin-1-yl]-quinoline